This data is from the Open Reaction Database (ORD), a public repository of structured organic reaction records. The task is: describe an organic reaction: reactants, conditions, products, and yield The reactants are C(C1=CC=CC=C1)OC1=CC=C(C(=C1)C1=CC=CC=C1)C=O (5-(benzyloxy)-[1,1′-biphenyl]-2-carbaldehyde), C(C)(=O)[O-].[NH4+] (ammonium acetate), [N+](=O)([O-])C (Nitromethane). Reaction conditions: temperature 50 celsius. Yields the product C(C1=CC=CC=C1)OC=1C=CC(=C(C1)C1=CC=CC=C1)\C=C\[N+](=O)[O-] ((E)-5-(benzyloxy)-2-(2-nitrovinyl)-1,1′-biphenyl). Isolated yield 98.0%. Reaction SMILES: [CH2:1]([O:8][C:9]1[CH:14]=[C:13]([C:15]2[CH:20]=[CH:19][CH:18]=[CH:17][CH:16]=2)[C:12]([CH:21]=O)=[CH:11][CH:10]=1)[C:2]1[CH:7]=[CH:6][CH:5]=[CH:4][CH:3]=1.C([O-])(=O)C.[NH4+].[N+:28]([CH3:31])([O-:30])=[O:29]>>[CH2:1]([O:8][C:9]1[CH:10]=[CH:11][C:12](/[CH:21]=[CH:31]/[N+:28]([O-:30])=[O:29])=[C:13]([C:15]2[CH:20]=[CH:19][CH:18]=[CH:17][CH:16]=2)[CH:14]=1)[C:2]1[CH:7]=[CH:6][CH:5]=[CH:4][CH:3]=1 |f:1.2|. Procedure: Nitromethane (1.4 mL) was added to a mixture of aldehyde 6a (0.16g, 0.56 mmol) and ammonium acetate (77 mg, 1.0 mmol) and heated to 50° C. Upon completion (˜15-30 min), the reaction mixture was cooled to RT and purified without work-up by column chromatography (SiO2, 3:1, Hex:EtOAc) to afford nitrostyrene 7a as a yellow oil (182 mg, 0.55 mmol, 98%). 1H NMR (400 MHz, CDCl3) δ 8.02 (d, J=13.6 Hz, 1H), 7.64 (d, J=9.5 Hz, 1H), 7.50-7.35 (m, 10H), 7.31 (d, J=2.1 Hz, 2H), 7.04 (d, J=2.5 Hz, 1H), 5.15 ... Reactants: Cl, CC(C)NC(=O)c1cccc(-c2ccc(C(O)(c3cn(C(c4ccccc4)(c4ccccc4)c4ccccc4)cn3)C(C)C)cc2)n1, c1ccncc1. Yields the product CC(C)NC(=O)c1cccc(-c2ccc(C(O)(c3c[nH]cn3)C(C)C)cc2)n1. Reaction SMILES: [ClH:48].[OH:1][C:2]([CH:3]([CH3:4])[CH3:5])([c:6]1[n:7][cH:8][n:9]([C:11]([c:12]2[cH:13][cH:14][cH:15][cH:16][cH:17]2)([c:18]2[cH:19][cH:20][cH:21][cH:22][cH:23]2)[c:24]2[cH:25][cH:26][cH:27][cH:28][cH:29]2)[cH:10]1)[c:30]1[cH:31][cH:32][c:33](-[c:36]2[cH:37][cH:38][cH:39][c:40]([C:42](=[O:43])[NH:44][CH:45]([CH3:46])[CH3:47])[n:41]2)[cH:34][cH:35]1.[n:49]1[cH:50][cH:51][cH:52][cH:53][cH:54]1>>[OH:1][C:2]([CH:3]([CH3:4])[CH3:5])([c:6]1[n:7][cH:8][nH:9][cH:10]1)[c:30]1[cH:31][cH:32][c:33](-[c:36]2[cH:37][cH:38][cH:39][c:40]([C:42](=[O:43])[NH:44][CH:45]([CH3:46])[CH3:47])[n:41]2)[cH:34][cH:35]1.